From a dataset of the Open Reaction Database (ORD), a public repository of structured organic reaction records. describe an organic reaction: reactants, conditions, products, and yield Reactants: N1=C(C=CC=C1)CNCC1=NC=CC=C1 (bis(pyridin-2-ylmethyl)amine), N(=C=S)C1=CC=C(C=C1)S(=O)(=O)N (4-isothiocyanatobenzenesulfonamide), ( 414 ). The solvent is C(C)#N (acetonitrile). The product is N1=C(C=CC=C1)CN(C(NC1=CC=C(C=C1)S(=O)(=O)N)=S)CC1=NC=CC=C1 (4-(3,3-bis(pyridin-2-ylmethyl)thioureido)benzenesulfonamide). RXN SMILES: [N:1]([C:4]1[CH:9]=[CH:8][C:7]([S:10]([NH2:13])(=[O:12])=[O:11])=[CH:6][CH:5]=1)=[C:2]=[S:3].[N:14]1[CH:19]=[CH:18][CH:17]=[CH:16][C:15]=1[CH2:20][NH:21][CH2:22][C:23]1[CH:28]=[CH:27][CH:26]=[CH:25][N:24]=1>C(#N)C>[N:14]1[CH:19]=[CH:18][CH:17]=[CH:16][C:15]=1[CH2:20][N:21]([CH2:22][C:23]1[CH:28]=[CH:27][CH:26]=[CH:25][N:24]=1)[C:2](=[S:3])[NH:1][C:4]1[CH:5]=[CH:6][C:7]([S:10]([NH2:13])(=[O:11])=[O:12])=[CH:8][CH:9]=1. Procedure details: To a suspension of 4-isothiocyanatobenzenesulfonamide (401 mg, 1.87 mmol) in dry acetonitrile (10 mL) was added bis(pyridin-2-ylmethyl)amine (373 mg, 1.87 mmol). The reaction mixture went clear and a white precipitate formed. The solid was filtered, washed with acetonitrile and dried to afford MIP-1138 as a white sold (710 mg, 92%). 1H NMR (400 MHz, DMSO-d6) δ 11.18 (s, 1H), 8.61 (br, 2H), 7.79-7.64 (m, 6H), 7.34-7.25 (m, 6H), 5.14 (br, 4H); (M+H)+ (414). Starting materials: Clc1ccc2sc(-c3ccccc3)c(CBr)c2c1, CCO, [I-], [K+], N#C[K], O. Product: N#CCc1c(-c2ccccc2)sc2ccc(Cl)cc12. As a reaction SMILES: [Br:1][CH2:2][c:3]1[c:4]2[c:5]([s:6][c:7]1-[c:8]1[cH:9][cH:10][cH:11][cH:12][cH:13]1)[cH:14][cH:15][c:16]([Cl:18])[cH:17]2.[CH3:24][CH2:25][OH:26].[I-:23].[K+:22].[K:19][C:20]#[N:21].[OH2:27]>>[CH2:2]([c:3]1[c:4]2[c:5]([s:6][c:7]1-[c:8]1[cH:9][cH:10][cH:11][cH:12][cH:13]1)[cH:14][cH:15][c:16]([Cl:18])[cH:17]2)[C:20]#[N:21]. Starting materials: C1COCCN1, Cc1ccccc1, O=C1COc2ccccc2OC1, Cc1ccc(S(=O)(=O)O)cc1. Yields the product OC1(N2CCOCC2)COc2ccccc2OC1. As a reaction SMILES: [CH2:24]1[CH2:25][O:26][CH2:27][CH2:28][NH:29]1.[CH3:30][c:31]1[cH:32][cH:33][cH:34][cH:35][cH:36]1.[O:1]=[C:2]1[CH2:3][O:4][c:5]2[c:6]([cH:9][cH:10][cH:11][cH:12]2)[O:7][CH2:8]1.[c:13]1([CH3:14])[cH:15][cH:16][c:17]([S:18]([OH:19])(=[O:20])=[O:21])[cH:22][cH:23]1>>[OH:1][C:2]1([N:29]2[CH2:24][CH2:25][O:26][CH2:27][CH2:28]2)[CH2:3][O:4][c:5]2[c:6]([cH:9][cH:10][cH:11][cH:12]2)[O:7][CH2:8]1. Reactants: solid, BrC1=CC(=CC=2C(=C3N(C12)CCNC3=O)C)Cl (6-bromo-8-chloro-10-methyl-3,4-dihydro-2H-pyrazino[1,2-a]indol-1-one), BrC1=CC(=CC=2C(=C3N(C12)CCNC3=O)C)Cl (6-bromo-8-chloro-10-methyl-3,4-dihydro-2H-pyrazino[1,2-a]indol-1-one), O1COC2=C1C=CC(=C2)B(O)O (benzo[d][1,3]dioxol-5-ylboronic acid). The product is O1COC2=C1C=CC(=C2)C2=CC(=CC=1C(=C3N(C21)CCNC3=O)C)Cl (6-Benzo[1,3]dioxol-5-yl-8-chloro-10-methyl-3,4-dihydro-2H-pyrazino[1,2-a]indol-1-one). RXN SMILES: Br[C:2]1[C:10]2[N:9]3[CH2:11][CH2:12][NH:13][C:14](=[O:15])[C:8]3=[C:7]([CH3:16])[C:6]=2[CH:5]=[C:4]([Cl:17])[CH:3]=1.[O:18]1[C:22]2[CH:23]=[CH:24][C:25](B(O)O)=[CH:26][C:21]=2[O:20][CH2:19]1>>[O:18]1[C:22]2[CH:23]=[CH:24][C:25]([C:2]3[C:10]4[N:9]5[CH2:11][CH2:12][NH:13][C:14](=[O:15])[C:8]5=[C:7]([CH3:16])[C:6]=4[CH:5]=[C:4]([Cl:17])[CH:3]=3)=[CH:26][C:21]=2[O:20][CH2:19]1. Procedure: The title compound, white solid (78 mg, 88%), MS (ISP) m/z=355.4 [(M+H)+], mp 244.5° C., was prepared in accordance with the general method of example 1 from 6-bromo-8-chloro-10-methyl-3,4-dihydro-2H-pyrazino[1,2-a]indol-1-one (intermediate 12) (78.4 mg, 0.25 mmol) and commercially available benzo[d][1,3]dioxol-5-ylboronic acid (53.9 mg, 0.325 mmol). Starting materials: C1(=CC=CC=C1)C=C1CCC(CC1)=O (4-phenylmethylenecyclohexanone), [H][H] (hydrogen). Product: C1(=CC=CC=C1)CC1CCC(CC1)O (4-phenylmethylcyclohexanol). RXN SMILES: [C:1]1([CH:7]=[C:8]2[CH2:13][CH2:12][C:11](=[O:14])[CH2:10][CH2:9]2)[CH:6]=[CH:5][CH:4]=[CH:3][CH:2]=1.[H][H]>[Pd]>[C:1]1([CH2:7][CH:8]2[CH2:13][CH2:12][CH:11]([OH:14])[CH2:10][CH2:9]2)[CH:6]=[CH:5][CH:4]=[CH:3][CH:2]=1. Reagents/catalysts: [Pd] (palladium on charcoal). Procedure details: In an alternate method, when n is the bridging group --CH2 --, the 8-phenylmethylene-1,4-dioxaspiro[4.5]decane is treated with acetic acid and water as previously described, yielding the corresponding 4-phenylmethylenecyclohexanone. The cyclohexanone is then reduced with hydrogen gas in the presence of 10% palladium on charcoal (Degussa type), yielding the corresponding 4-phenylmethylcyclohexanol, which is in turn treated with sodium dichromate and sulfudc acid in water, affording the 4-phenylme... Conditions: time 3 hour. Yields the product C(CC)C1=CC=C(C=C1)CCCBr (3-(4-propylphenyl)bromopropane). Yield: 97.4%. The reactants are C(Br)(Br)(Br)Br (Carbon tetrabromide), C(O)([O-])=O.[Na+] (sodium hydrogencarbonate), C(CC)C1=CC=C(C=C1)CCCO (3-(4-Propylphenyl)propanol), C1(=CC=CC=C1)P(C1=CC=CC=C1)C1=CC=CC=C1 (triphenylphosphine). Reaction SMILES: [CH2:1]([C:4]1[CH:9]=[CH:8][C:7]([CH2:10][CH2:11][CH2:12]O)=[CH:6][CH:5]=1)[CH2:2][CH3:3].C1(P(C2C=CC=CC=2)C2C=CC=CC=2)C=CC=CC=1.C(Br)(Br)(Br)[Br:34].C(=O)([O-])O.[Na+]>C(Cl)Cl>[CH2:1]([C:4]1[CH:9]=[CH:8][C:7]([CH2:10][CH2:11][CH2:12][Br:34])=[CH:6][CH:5]=1)[CH2:2][CH3:3] |f:3.4|. Reported procedure: 3-(4-Propylphenyl)propanol (s3) (11.0 g) and triphenylphosphine (24.3 g) were dissolved in methylene chloride (200 ml). Carbon tetrabromide (24.5 g) in methylene chloride (100 ml) solution was slowly added dropwise to the solution, and the mixture was stirred at room temperature for another 3 hours. The reaction mixture was treated with a saturated aqueous solution of sodium hydrogencarbonate, and the aqueous layer was extracted with ethyl acetate. The combined organic layers were washed success... Solvent: C(Cl)Cl (methylene chloride), C(Cl)Cl (methylene chloride). Yields the product CCOC(=O)CC1(c2cccnc2)CNC(=O)C1. RXN SMILES: [BH4-:22].[CH2:1]([CH3:2])[O:3][C:4]([CH2:5][C:6]([CH2:7][C:8](=[O:9])[O:10][CH2:11][CH3:12])([c:13]1[cH:14][n:15][cH:16][cH:17][cH:18]1)[C:19]#[N:20])=[O:21].[CH3:24][OH:25].[Co:32]([Cl:33])[Cl:34].[Na+:23].[OH2:26].[OH2:27].[OH2:28].[OH2:29].[OH2:30].[OH2:31]>>[CH2:1]([CH3:2])[O:3][C:4]([CH2:5][C:6]1([c:13]2[cH:14][n:15][cH:16][cH:17][cH:18]2)[CH2:7][C:8](=[O:9])[NH:20][CH2:19]1)=[O:21]. Starting materials: [BH4-], CCOC(=O)CC(C#N)(CC(=O)OCC)c1cccnc1, CO, Cl[Co]Cl, [Na+], O, O, O, O, O, O.